This data is from the Open Reaction Database (ORD), a public repository of structured organic reaction records. The task is: describe an organic reaction: reactants, conditions, products, and yield Reactants: Cc1oc(-c2ccc(Br)cc2)nc1CCN1CCCC1C, OB(O)c1cccnc1. Product: Cc1oc(-c2ccc(-c3cccnc3)cc2)nc1CCN1CCCC1C. RXN SMILES: [Br:10][c:11]1[cH:12][cH:13][c:14](-[c:17]2[o:18][c:19]([CH3:30])[c:20]([CH2:22][CH2:23][N:24]3[CH:25]([CH3:29])[CH2:26][CH2:27][CH2:28]3)[n:21]2)[cH:15][cH:16]1.[n:1]1[cH:2][c:3]([B:7]([OH:8])[OH:9])[cH:4][cH:5][cH:6]1>>[n:1]1[cH:2][c:3](-[c:11]2[cH:12][cH:13][c:14](-[c:17]3[o:18][c:19]([CH3:30])[c:20]([CH2:22][CH2:23][N:24]4[CH:25]([CH3:29])[CH2:26][CH2:27][CH2:28]4)[n:21]3)[cH:15][cH:16]2)[cH:4][cH:5][cH:6]1. The reactants are CS(=O)C (dimethylsulfoxide), [H-].[Na+] (sodium hydride), oil, CN([C@H]1C[C@H](C2=C(CC1)C=CC=C2)O)C (cis 7-dimethylamino-6,7,8,9-tetrahydro-5H-benzocyclohepten-5-ol), FC1=CC=C(C=C1)F (p-difluorobenzene). Run in Cl (hydrochloric acid). Reaction conditions: temperature 60 celsius, time 15 minute. The product is CN([C@H]1C[C@H](C2=C(CC1)C=CC=C2)OC2=CC=C(C=C2)F)C (cis N,N-dimethyl-5-[4-fluorophenoxy]-6,7,8,9-tetrahydro-5H-benzocyclohepten-7-amine). RXN SMILES: CS(C)=O.[H-].[Na+].[CH3:7][N:8]([CH3:21])[C@@H:9]1[CH2:15][CH2:14][C:13]2[CH:16]=[CH:17][CH:18]=[CH:19][C:12]=2[C@H:11]([OH:20])[CH2:10]1.[F:22][C:23]1[CH:28]=[CH:27][C:26](F)=[CH:25][CH:24]=1>Cl>[CH3:7][N:8]([CH3:21])[C@@H:9]1[CH2:15][CH2:14][C:13]2[CH:16]=[CH:17][CH:18]=[CH:19][C:12]=2[C@H:11]([O:20][C:26]2[CH:27]=[CH:28][C:23]([F:22])=[CH:24][CH:25]=2)[CH2:10]1 |f:1.2|. Procedure details: A mixture of 0.6 ml of dimethylsulfoxide and 60 mg of sodium hydride in the form of a 50% oil dispersion was heated at 60° C. for 25 minutes and was then cooled to 25° C. after which 205 mg of cis 7-dimethylamino-6,7,8,9-tetrahydro-5H-benzocyclohepten-5-ol were added thereto. After 15 minutes, 0.4 ml of p-difluorobenzene were added thereto and the mixture was heated at 90° C. for 63/4 hours and was then cooled to 20° C. The mixture was extracted with methylene chloride and the organic phase was ... Reactants: CS(=O)(=O)OCC1CCN(CC1)S(=O)(=O)C ((1-(methylsulfonyl)piperidin-4-yl)methyl methanesulfonate), C1(=CC=CC=C1)O (phenol), O[C@H](CCNC(OC(C)(C)C)=O)C1=CC(=CC=C1)O ((R)-tert-butyl 3-hydroxy-3-(3-hydroxyphenyl)propylcarbamate). Yields the product O[C@H](CCNC(OC(C)(C)C)=O)C1=CC(=CC=C1)OCC1CCN(CC1)S(=O)(=O)C ((R)-tert-butyl (3-hydroxy-3-(3-((1-(methylsulfonyl)piperidin-4-yl)methoxy)phenyl)propyl)carbamate). Reaction SMILES: CS([O:5][CH2:6][CH:7]1[CH2:12][CH2:11][N:10]([S:13]([CH3:16])(=[O:15])=[O:14])[CH2:9][CH2:8]1)(=O)=O.C1(O)C=CC=CC=1.[OH:24][C@@H:25]([C:36]1[CH:41]=[CH:40][CH:39]=[C:38](O)[CH:37]=1)[CH2:26][CH2:27][NH:28][C:29](=[O:35])[O:30][C:31]([CH3:34])([CH3:33])[CH3:32]>>[OH:24][C@@H:25]([C:36]1[CH:37]=[CH:38][CH:39]=[C:40]([O:5][CH2:6][CH:7]2[CH2:12][CH2:11][N:10]([S:13]([CH3:16])(=[O:15])=[O:14])[CH2:9][CH2:8]2)[CH:41]=1)[CH2:26][CH2:27][NH:28][C:29](=[O:35])[O:30][C:31]([CH3:34])([CH3:33])[CH3:32]. Reported procedure: Reaction between (1-(methylsulfonyl)piperidin-4-yl)methyl methanesulfonate and phenol (7, Intermediate I) gives (R)-tert-butyl (3-hydroxy-3-(3-((1-(methylsulfonyl)piperidin-4-yl)methoxy)phenyl)propyl)carbamate. The reactants are CC(=O)Nc1ccc2c(c1)NC(=O)C2, C1CCNCC1, CC1(C)CCc2cc(C=O)ccc2O1, O. Product: CC(=O)Nc1ccc2c(c1)NC(=O)C2=Cc1ccc2c(c1)CCC(C)(C)O2. As a reaction SMILES: [C:1]([CH3:2])(=[O:3])[NH:4][c:5]1[cH:6][cH:7][c:8]2[c:12]([cH:13]1)[NH:11][C:10](=[O:14])[CH2:9]2.[CH2:29]1[CH2:30][CH2:31][NH:32][CH2:33][CH2:34]1.[CH3:15][C:16]1([CH3:28])[O:17][c:18]2[cH:19][cH:20][c:21]([CH:26]=[O:27])[cH:22][c:23]2[CH2:24][CH2:25]1.[OH2:35]>>[C:1]([CH3:2])(=[O:3])[NH:4][c:5]1[cH:6][cH:7][c:8]2[c:12]([cH:13]1)[NH:11][C:10](=[O:14])[C:9]2=[CH:26][c:21]1[cH:20][cH:19][c:18]2[c:23]([cH:22]1)[CH2:24][CH2:25][C:16]([CH3:15])([CH3:28])[O:17]2.